From a dataset of the Open Reaction Database (ORD), a public repository of structured organic reaction records. describe an organic reaction: reactants, conditions, products, and yield Reaction SMILES: Cl.[F:2][C:3]1[CH:17]=[CH:16][C:6]2[C:7]([CH:10]3[CH2:15][CH2:14][NH:13][CH2:12][CH2:11]3)=[N:8][O:9][C:5]=2[CH:4]=1.[C:18]([O-:21])([O-:20])=O.[K+].[K+].Cl[CH2:25][CH2:26][CH2:27][O:28][C:29]1[CH:30]=[C:31]([C:35](=[O:37])[CH3:36])[CH:32]=[CH:33][CH:34]=1>C(#N)C>[C:5]([OH:28])(=[O:9])/[CH:6]=[CH:16]/[C:18]([OH:21])=[O:20].[F:2][C:3]1[CH:17]=[CH:16][C:6]2[C:7]([CH:10]3[CH2:11][CH2:12][N:13]([CH2:25][CH2:26][CH2:27][O:28][C:29]4[CH:30]=[C:31]([C:35](=[O:37])[CH3:36])[CH:32]=[CH:33][CH:34]=4)[CH2:14][CH2:15]3)=[N:8][O:9][C:5]=2[CH:4]=1 |f:0.1,2.3.4,7.8|. Run in C(C)#N (acetonitrile). The product is C(\C=C\C(=O)O)(=O)O.FC1=CC2=C(C(=NO2)C2CCN(CC2)CCCOC=2C=C(C=CC2)C(C)=O)C=C1 (1-[3-[3-[4-(6-fluoro-1,2-benzisoxazol-3-yl)-1-piperidinyl]propoxy]phenyl]ethanone fumarate). Yield: 48.2%. Reactants: Cl.FC1=CC2=C(C(=NO2)C2CCNCC2)C=C1 (6-fluoro-3-(4-piperidinyl)-1,2-benzisoxazole hydrochloride), C(=O)([O-])[O-].[K+].[K+] (K2CO3), ClCCCOC=1C=C(C=CC1)C(C)=O (1-[3-(3-chloropropoxy)phenyl]ethanone). Procedure: A mixture of 6-fluoro-3-(4-piperidinyl)-1,2-benzisoxazole hydrochloride (4.53 g, 20.5 mmol), K2CO3 (4.5 g), 1-[3-(3-chloropropoxy)phenyl]ethanone (6.4 g, 29 mmol) in acetonitrile (60 ml) was heated at reflux for 5 hours. At the end of the reaction, the solvent was removed and the residue was extracted into dichloromethane (300 ml). The inorganic insolubles were filtered off. The dichloromethane solution was concentrated to a small volume (10 ml) and purified on a flash chromatographic column (Si... The reactants are [N+](=O)([O-])C1=CC=C(C=C1)C(CN(CC(=O)O)CC(=O)O)N(CC(=O)O)CC(=O)O (1-(p-Nitrophenyl)-ethylenediaminetetraacetic acid), [H][H] (hydrogen). Reagents/catalysts: [Pd].C (Pd charcoal). Run in [OH-].[Na+] (NaOH). Yields the product NC1=CC=C(C=C1)C(CN(CC(=O)O)CC(=O)O)N(CC(=O)O)CC(=O)O (1-(p-Aminophenyl)-ethylenediaminetetraacetic acid). As a reaction SMILES: [N+:1]([C:4]1[CH:9]=[CH:8][C:7]([CH:10]([N:21]([CH2:26][C:27]([OH:29])=[O:28])[CH2:22][C:23]([OH:25])=[O:24])[CH2:11][N:12]([CH2:17][C:18]([OH:20])=[O:19])[CH2:13][C:14]([OH:16])=[O:15])=[CH:6][CH:5]=1)([O-])=O.[H][H]>[OH-].[Na+].[Pd].C>[NH2:1][C:4]1[CH:9]=[CH:8][C:7]([CH:10]([N:21]([CH2:26][C:27]([OH:29])=[O:28])[CH2:22][C:23]([OH:25])=[O:24])[CH2:11][N:12]([CH2:17][C:18]([OH:20])=[O:19])[CH2:13][C:14]([OH:16])=[O:15])=[CH:6][CH:5]=1 |f:2.3,4.5|. Procedure details: 43 mg, 0.10 mmol of 1-(p-Nitrophenyl)-ethylenediaminetetraacetic acid was dissolved in 50 ml of aqueous NaOH (such that the final pH was 9), and 29 mg of 10% Pd/charcoal catalyst was added. The mixture was stirred gently for 5 hr in an ice bath under 1 atm of hydrogen. The catalyst was removed by filtration, and the filtrate was evaporated to dryness. In D2O, the aromatic region of the 60 MHz nmr spectrum of the 1-(p-Aminophenyl)-ethylenediaminetetraacetic acid product consisted of an aa'bb' pat... Starting materials: CCCCCC (hexane), C(CCC)[Li] (butyllithium), S1CSCCC1 (1,3-dithiane), O1CCCC1 (tetrahydrofuran), 2-(1-phenylcyclopentyl)methyl iodide, O1CCCC1 (tetrahydrofuran), [Cl-].[NH4+] (ammonium chloride). Solvent: CN(P(N(C)C)(N(C)C)=O)C (hexamethylphosphoric triamide). The product is C1(=CC=CC=C1)C1(CCCC1)CC1SCCCS1 (2-(1-Phenylcyclopentyl)methyl-1,3-dithiane). Isolated yield 51.0%. RXN SMILES: [CH3:1][CH2:2][CH2:3][CH2:4][CH2:5][CH3:6].[CH2:7]([Li])[CH2:8][CH2:9][CH3:10].[S:12]1[CH2:17][CH2:16][CH2:15][S:14][CH2:13]1.[Cl-].[NH4+].O1CC[CH2:22][CH2:21]1>CN(C)P(=O)(N(C)C)N(C)C>[C:10]1([C:2]2([CH2:1][CH:13]3[S:14][CH2:15][CH2:16][CH2:17][S:12]3)[CH2:6][CH2:5][CH2:4][CH2:3]2)[CH:22]=[CH:21][CH:7]=[CH:8][CH:9]=1 |f:3.4|. Procedure: 720 μl of a 1.6M hexane solution of butyllithium were added dropwise at -78° C. to a solution of 126 mg (1.05 mmol) of 1,3-dithiane in a mixture of 1.5 ml of tetrahydrofuran and 720 μl of hexamethylphosphoric triamide, whilst stirring, and the resulting mixture was stirred for 10 minutes whilst cooling in an ice-salt bath. At the end of this time, a solution of 200 mg (0.699 mmol) of 2-(1-phenylcyclopentyl)methyl iodide [prepared as described in step (iii) above] in 1 ml of tetrahydrofuran was a... Starting materials: ClC1=NC=CC(=C1)C#CC=1N=C(NC1)C (2-chloro-4-(2-methyl-1H-imidazol-4-ylethynyl)-pyridine), CI (methyl iodide). Yields the product ClC1=NC=CC(=C1)C#CC=1N=C(N(C1)C)C (2-Chloro-4-(1,2-dimethyl-1H-imidazol-4-ylethynyl)-pyridine). Reaction SMILES: [Cl:1][C:2]1[CH:7]=[C:6]([C:8]#[C:9][C:10]2[N:11]=[C:12]([CH3:15])[NH:13][CH:14]=2)[CH:5]=[CH:4][N:3]=1.[CH3:16]I>>[Cl:1][C:2]1[CH:7]=[C:6]([C:8]#[C:9][C:10]2[N:11]=[C:12]([CH3:15])[N:13]([CH3:16])[CH:14]=2)[CH:5]=[CH:4][N:3]=1. Procedure: The title compound, MS: m/e=232.1 (M+H+), was prepared in accordance with the general method of example 1 from 2-chloro-4-(2-methyl-1H-imidazol-4-ylethynyl)-pyridine and methyl iodide. Reactants: ClC1=CC(=NC2=C(C(=CC=C12)OCCOC)Cl)C1=NC(=CC=C1)C(C)C (4,8-dichloro-2-(6-isopropyl-pyridin-2-yl)-7-(2-methoxy-ethoxy)-quinoline), NC1=C(C=CC(=C1Cl)OC)C(C)=O (1-(2-amino-3-chloro-4-methoxy-phenyl)-ethanone). Yields the product ClC1=CC(=NC2=C(C(=CC=C12)OC)Cl)C1=NC(=CC=C1)C(C)C (4,8-Dichloro-2-(6-isopropyl-pyridin-2-yl)-7-methoxy-quinoline). As a reaction SMILES: [Cl:1][C:2]1[C:11]2[C:6](=[C:7]([Cl:17])[C:8]([O:12][CH2:13]COC)=[CH:9][CH:10]=2)[N:5]=[C:4]([C:18]2[CH:23]=[CH:22][CH:21]=[C:20]([CH:24]([CH3:26])[CH3:25])[N:19]=2)[CH:3]=1.NC1C(Cl)=C(OC)C=CC=1C(=O)C>>[Cl:1][C:2]1[C:11]2[C:6](=[C:7]([Cl:17])[C:8]([O:12][CH3:13])=[CH:9][CH:10]=2)[N:5]=[C:4]([C:18]2[CH:23]=[CH:22][CH:21]=[C:20]([CH:24]([CH3:26])[CH3:25])[N:19]=2)[CH:3]=1. Reported procedure: 4,8-Dichloro-2-(6-isopropyl-pyridin-2-yl)-7-methoxy-quinoline was prepared in a similar fashion as 4,8-dichloro-2-(6-isopropyl-pyridin-2-yl)-7-(2-methoxy-ethoxy)-quinoline except that 1-(2-amino-3-chloro-4-methoxy-phenyl)-ethanone was used instead of 1-[2-amino-3-chloro-4-(2-methoxy-ethoxy)-phenyl]-ethanone. The reactants are CCCC[N+](CCCC)(CCCC)CCCC, CCOC(C)=O, [F-], C1CCOC1, CCCC(=O)Nc1nn(COCC[Si](C)(C)C)c2cc(-c3ccsc3)ccc12. Product: CCCC(=O)Nc1n[nH]c2cc(-c3ccsc3)ccc12. As a reaction SMILES: [CH3:2][CH2:3][CH2:4][CH2:5][N+:6]([CH2:7][CH2:8][CH2:9][CH3:10])([CH2:11][CH2:12][CH2:13][CH3:14])[CH2:15][CH2:16][CH2:17][CH3:18].[CH3:47][CH2:48][O:49][C:50](=[O:51])[CH3:52].[F-:1].[O:53]1[CH2:54][CH2:55][CH2:56][CH2:57]1.[s:19]1[cH:20][c:21](-[c:24]2[cH:25][cH:26][c:27]3[c:28]([NH:41][C:42]([CH2:43][CH2:44][CH3:45])=[O:46])[n:29][n:30]([CH2:33][O:34][CH2:35][CH2:36][Si:37]([CH3:38])([CH3:39])[CH3:40])[c:31]3[cH:32]2)[cH:22][cH:23]1>>[s:19]1[cH:20][c:21](-[c:24]2[cH:25][cH:26][c:27]3[c:28]([NH:41][C:42]([CH2:43][CH2:44][CH3:45])=[O:46])[n:29][nH:30][c:31]3[cH:32]2)[cH:22][cH:23]1. The reactants are CCOP(=O)(CC#N)OCC, C1CCOC1, CC(C)(C)[O-], COc1ccc(COc2nc(OCc3ccc(OC)cc3)c(C(C)C)c(C(=O)c3cccc(C=O)c3)n2)cc1, [K+]. The product is COc1ccc(COc2nc(OCc3ccc(OC)cc3)c(C(C)C)c(C(=O)c3cccc(C=CC#N)c3)n2)cc1. RXN SMILES: [C:40](#[N:41])[CH2:42][P:43](=[O:44])([O:45][CH2:46][CH3:47])[O:48][CH2:49][CH3:50].[CH2:57]1[O:58][CH2:59][CH2:60][CH2:61]1.[CH3:51][C:52]([CH3:53])([O-:54])[CH3:55].[CH:1]([CH3:2])([CH3:3])[c:4]1[c:5]([C:30](=[O:31])[c:32]2[cH:33][c:34]([CH:35]=[O:36])[cH:37][cH:38][cH:39]2)[n:6][c:7]([O:20][CH2:21][c:22]2[cH:23][cH:24][c:25]([O:28][CH3:29])[cH:26][cH:27]2)[n:8][c:9]1[O:10][CH2:11][c:12]1[cH:13][cH:14][c:15]([O:18][CH3:19])[cH:16][cH:17]1.[K+:56]>>[CH:1]([CH3:2])([CH3:3])[c:4]1[c:5]([C:30](=[O:31])[c:32]2[cH:33][c:34]([CH:35]=[CH:42][C:40]#[N:41])[cH:37][cH:38][cH:39]2)[n:6][c:7]([O:20][CH2:21][c:22]2[cH:23][cH:24][c:25]([O:28][CH3:29])[cH:26][cH:27]2)[n:8][c:9]1[O:10][CH2:11][c:12]1[cH:13][cH:14][c:15]([O:18][CH3:19])[cH:16][cH:17]1.